Dataset: the Open Reaction Database (ORD), a public repository of structured organic reaction records. Task: describe an organic reaction: reactants, conditions, products, and yield Reactants: C(C=C)[C@@H]1[C@H](N(C1=O)[Si](C)(C)C(C)(C)C)C(=O)O ((2S,3R)-3-Allyl-1-(tert-butyl-dimethyl-silanyl)-4-oxo-azetidine-2-carboxylic acid), CCN=C=NCCCN(C)C.Cl (EDC hydrochloride), COC1=CC=C(CO)C=C1 (4-methoxybenzyl alcohol). The reagents and catalysts are CN(C)C=1C=CN=CC1 (DMAP). Run in ClCCl (dichloromethane). Run at time 8 hour. Yields the product COC1=CC=C(COC(=O)[C@H]2N(C([C@@H]2CC=C)=O)[Si](C)(C)C(C)(C)C)C=C1 ((2S,3R)-3-Allyl-1-(tert-butyl-dimethyl-silanyl)-4-oxo-azetidine-2-carboxylic acid 4-methoxy-benzyl ester). Yield: 48.4%. Reaction SMILES: [CH2:1]([C@H:4]1[C:7](=[O:8])[N:6]([Si:9]([C:12]([CH3:15])([CH3:14])[CH3:13])([CH3:11])[CH3:10])[C@@H:5]1[C:16]([OH:18])=[O:17])[CH:2]=[CH2:3].CCN=C=NCCCN(C)C.Cl.[CH3:31][O:32][C:33]1[CH:40]=[CH:39][C:36]([CH2:37]O)=[CH:35][CH:34]=1>CN(C1C=CN=CC=1)C.ClCCl>[CH3:31][O:32][C:33]1[CH:40]=[CH:39][C:36]([CH2:37][O:17][C:16]([C@@H:5]2[C@@H:4]([CH2:1][CH:2]=[CH2:3])[C:7](=[O:8])[N:6]2[Si:9]([C:12]([CH3:13])([CH3:14])[CH3:15])([CH3:10])[CH3:11])=[O:18])=[CH:35][CH:34]=1 |f:1.2|. Procedure: A mixture of 900 mg of crude compound 57 (3.34 mmol) above, EDC hydrochloride salt (1.34 g, 7.01 mmol), DMAP (83 mg, 0.67 mmol) and 4-methoxybenzyl alcohol (1.40 g, 10.1 mmol) in dichloromethane (9 mL) was stirred at room temperature overnight. The solvent was removed in vacuo. The residue was dissolved with ethyl acetate, washed with 5% aqueous KHSO4, water (×2) and brine (×1). The organic layer was dried over Na2SO4, then concentrated to yield the crude 58 with LC purity: 60%. Purification by ...